The task is: describe an organic reaction: reactants, conditions, products, and yield. This data is from the Open Reaction Database (ORD), a public repository of structured organic reaction records. RXN SMILES: [CH3:1][N:2]([C:11]1[CH:12]=[N:13][CH:14]=[CH:15][CH:16]=1)[C:3]1[C:8]([CH2:9][OH:10])=[CH:7][CH:6]=[CH:5][N:4]=1.CC(OI1(OC(C)=O)(OC(C)=O)OC(=O)C2C=CC=CC1=2)=O.S([O-])([O-])(=O)=S.[Na+].[Na+].C(=O)(O)[O-].[Na+]>C(Cl)Cl>[CH3:1][N:2]([C:11]1[CH:12]=[N:13][CH:14]=[CH:15][CH:16]=1)[C:3]1[N:4]=[CH:5][CH:6]=[CH:7][C:8]=1[CH:9]=[O:10] |f:2.3.4,5.6|. Yields the product CN(C1=C(C=O)C=CC=N1)C=1C=NC=CC1 (2-[methyl(pyridin-3-yl)amino]nicotinaldehyde). Solvent: C(Cl)Cl (CH2Cl2). The reactants are CN(C1=NC=CC=C1CO)C=1C=NC=CC1 ({2-[methyl(pyridin-3-yl)amino]pyridin-3-yl}methanol), CC(=O)OI1(C=2C=CC=CC2C(=O)O1)(OC(=O)C)OC(=O)C (Dess-Martin periodinane), S(=S)(=O)([O-])[O-].[Na+].[Na+] (sodium thiosulfate), C([O-])(O)=O.[Na+] (sodium bicarbonate). Reaction conditions: time 100 minute. Procedure: To a solution of {2-[methyl(pyridin-3-yl)amino]pyridin-3-yl}methanol (180 mg) in 8 mL CH2Cl2 was added Dess-Martin periodinane (674 mg). The reaction was stirred at room temperature for 100 min. Saturated aqueous sodium thiosulfate and saturated aqueous sodium bicarbonate were added, and the mixture was stirred vigorously overnight, then partitioned between saturated aqueous sodium bicarbonate and CH2Cl2. The aqueous solution was extracted with CH2Cl2 (2×), and the combined organic solutions wer... The reactants are CCOC(=O)C(C)(C)Oc1ccc(CCNCc2ccc(OC(F)(F)F)cc2)cc1, CC(=O)c1ccc(Cl)nc1. Yields the product CCOC(=O)C(C)(C)Oc1ccc(CCN(Cc2ccc(OC(F)(F)F)cc2)c2ccc(C(C)=O)cn2)cc1. Reaction SMILES: [CH3:1][C:2]([C:3](=[O:4])[O:5][CH2:6][CH3:7])([CH3:8])[O:9][c:10]1[cH:11][cH:12][c:13]([CH2:16][CH2:17][NH:18][CH2:19][c:20]2[cH:21][cH:22][c:23]([O:26][C:27]([F:28])([F:29])[F:30])[cH:24][cH:25]2)[cH:14][cH:15]1.[Cl:31][c:32]1[n:33][cH:34][c:35]([C:38]([CH3:39])=[O:40])[cH:36][cH:37]1>>[CH3:1][C:2]([C:3](=[O:4])[O:5][CH2:6][CH3:7])([CH3:8])[O:9][c:10]1[cH:11][cH:12][c:13]([CH2:16][CH2:17][N:18]([CH2:19][c:20]2[cH:21][cH:22][c:23]([O:26][C:27]([F:28])([F:29])[F:30])[cH:24][cH:25]2)[c:32]2[n:33][cH:34][c:35]([C:38]([CH3:39])=[O:40])[cH:36][cH:37]2)[cH:14][cH:15]1. Yields the product CCOC(=O)C1CCC(N2C(=O)N(c3c(F)c(OC)cc(OC)c3F)Cc3cnc(SC)nc32)CC1. Reaction SMILES: [CH2:26]([CH3:27])[O:28][C:29](=[O:30])[CH:31]1[CH2:32][CH2:33][CH:34]([OH:37])[CH2:35][CH2:36]1.[F:1][c:2]1[c:3]([N:13]2[C:14](=[O:25])[NH:15][c:16]3[n:17][c:18]([S:23][CH3:24])[n:19][cH:20][c:21]3[CH2:22]2)[c:4]([F:12])[c:5]([O:10][CH3:11])[cH:6][c:7]1[O:8][CH3:9].[O:57]1[CH2:58][CH2:59][CH2:60][CH2:61]1.[c:38]1([P:39]([c:40]2[cH:41][cH:42][cH:43][cH:44][cH:45]2)[c:46]2[cH:47][cH:48][cH:49][cH:50][cH:51]2)[cH:52][cH:53][cH:54][cH:55][cH:56]1>>[F:1][c:2]1[c:3]([N:13]2[C:14](=[O:25])[N:15]([CH:34]3[CH2:33][CH2:32][CH:31]([C:29]([O:28][CH2:26][CH3:27])=[O:30])[CH2:36][CH2:35]3)[c:16]3[n:17][c:18]([S:23][CH3:24])[n:19][cH:20][c:21]3[CH2:22]2)[c:4]([F:12])[c:5]([O:10][CH3:11])[cH:6][c:7]1[O:8][CH3:9]. The reactants are CCOC(=O)C1CCC(O)CC1, COc1cc(OC)c(F)c(N2Cc3cnc(SC)nc3NC2=O)c1F, C1CCOC1, c1ccc(P(c2ccccc2)c2ccccc2)cc1. Starting materials: C(CC)C1CCC(CC1)S (4-n-propylcyclohexylmercaptan), [OH-].[Na+] (sodium hydroxide), ClCCl (dichloromethane), C(C)O (ethanol). Product: C(CC)C1CCC(CC1)SOCOSC1CCC(CC1)CCC (formaldehyde bis(4-n-propylcyclohexylthio)acetal). The yield is 103.9%. RXN SMILES: [CH2:1]([CH:4]1[CH2:9][CH2:8][CH:7]([SH:10])[CH2:6][CH2:5]1)[CH2:2][CH3:3].[OH-:11].[Na+].ClCCl.[CH2:16]([OH:18])C>>[CH2:1]([CH:4]1[CH2:9][CH2:8][CH:7]([S:10][O:11][CH2:16][O:18][S:10][CH:7]2[CH2:8][CH2:9][CH:4]([CH2:1][CH2:2][CH3:3])[CH2:5][CH2:6]2)[CH2:6][CH2:5]1)[CH2:2][CH3:3] |f:1.2|. Procedure details: Synthesis was conducted as in Synthesis Example 2 using 38.1 g (0.22 mol) of the 4-n-propylcyclohexylmercaptan prepared above, 9.4 g (0.23 mol) of sodium hydroxide, 77 g of ethanol and 14.3 g (0.17 mol) of dichloromethane. There was obtained 41.2 g of the desired formaldehyde bis(4-n-propylcyclohexylthio)acetal.